Task: describe an organic reaction: reactants, conditions, products, and yield. Dataset: the Open Reaction Database (ORD), a public repository of structured organic reaction records The reactants are ClCCl, CCOC(=O)N=NC(=O)OCC, CN(C)C=O, COc1cc2c(Nc3ccc4[nH]c(C)cc4c3)ncnc2cc1O, OCCCN1CCOCC1, c1ccc(P(c2ccccc2)c2ccccc2)cc1. Product: COc1cc2c(Nc3ccc4[nH]c(C)cc4c3)ncnc2cc1OCCCN1CCOCC1. As a reaction SMILES: [CH2:66]([Cl:67])[Cl:68].[O:54]=[C:55]([O:56][CH2:57][CH3:58])[N:59]=[N:60][C:61]([O:62][CH2:63][CH3:64])=[O:65].[O:69]=[CH:70][N:71]([CH3:72])[CH3:73].[OH:1][c:2]1[c:3]([O:23][CH3:24])[cH:4][c:5]2[c:6]([NH:12][c:13]3[cH:14][c:15]4[cH:16][c:17]([CH3:22])[nH:18][c:19]4[cH:20][cH:21]3)[n:7][cH:8][n:9][c:10]2[cH:11]1.[OH:25][CH2:26][CH2:27][CH2:28][N:29]1[CH2:30][CH2:31][O:32][CH2:33][CH2:34]1.[c:35]1([P:36]([c:37]2[cH:38][cH:39][cH:40][cH:41][cH:42]2)[c:43]2[cH:44][cH:45][cH:46][cH:47][cH:48]2)[cH:49][cH:50][cH:51][cH:52][cH:53]1>>[O:1]([c:2]1[c:3]([O:23][CH3:24])[cH:4][c:5]2[c:6]([NH:12][c:13]3[cH:14][c:15]4[cH:16][c:17]([CH3:22])[nH:18][c:19]4[cH:20][cH:21]3)[n:7][cH:8][n:9][c:10]2[cH:11]1)[CH2:26][CH2:27][CH2:28][N:29]1[CH2:30][CH2:31][O:32][CH2:33][CH2:34]1. The reactants are OS(=O)(=O)O (H2SO4), C(C)(C)C1=C(N)C=CC=C1 (2-isopropylaniline). The solvent is O (water). Reaction conditions: temperature 80 celsius, time 3 hour. Product: NC1=C(C=C(C=C1)S(=O)(=O)O)C(C)C (4-Amino-3-isopropylbenzenesulphonic acid). Reaction SMILES: [OH:1][S:2]([OH:5])(=O)=[O:3].[CH:6]([C:9]1[CH:15]=[CH:14][CH:13]=[CH:12][C:10]=1[NH2:11])([CH3:8])[CH3:7]>O>[NH2:11][C:10]1[CH:12]=[CH:13][C:14]([S:2]([OH:5])(=[O:3])=[O:1])=[CH:15][C:9]=1[CH:6]([CH3:8])[CH3:7]. Procedure details: 5.7 ml of H2SO4 are added to 10 ml of water, the mixture is heated to 80° C. and 13.5 g of 2-isopropylaniline are then added. The water is evaporated off by heating under vacuum, and the temperature is then gradually raised over one and a half hours to reach 260° C. After 3 hours with stirring and under vacuum at 260° C., the reaction medium is allowed to return to RT and to atmospheric pressure, and is then heated for 30 minutes in the presence of 15 ml of NaOH and 100 ml of water in order to d... Reactants: 9-substituted fluorenes, ICC (1-iodoethane), CC1=CC(=CC=2C3=CC=CC(=C3CC12)C)C (1,3,8-Trimethylfluorene), [Li]CCCC (n-BuLi). The product is CC1=CC(=CC=2C3=CC=CC(=C3C(C12)CC)C)C (1,3,8-Trimethyl-9-ethyl-fluorene). RXN SMILES: [CH3:1][C:2]1[C:14]2[CH2:13][C:12]3[C:7](=[CH:8][CH:9]=[CH:10][C:11]=3[CH3:15])[C:6]=2[CH:5]=[C:4]([CH3:16])[CH:3]=1.[Li][CH2:18][CH2:19]CC.ICC>>[CH3:1][C:2]1[C:14]2[CH:13]([CH2:18][CH3:19])[C:12]3[C:7](=[CH:8][CH:9]=[CH:10][C:11]=3[CH3:15])[C:6]=2[CH:5]=[C:4]([CH3:16])[CH:3]=1. Reported procedure: The substitution reaction at the 9-position was performed according to the general procedure for the synthesis of 9-substituted fluorenes described above in item IV(i). 1,3,8-Trimethylfluorene (54) (1.2 g, 5.77 mmol) was used instead of fluorene, n-BuLi (3.0 ml, 2.5 M in hexane, 7.5 mmol), RX=1-iodoethane (1.35 g, 8.65 mmol). 55 was isolated to give a white solid (1.36 g, quant.). The reactants are ClC=1C=C(C(=NC1)OC)NC1CN(C1)C(=O)OC(C)(C)C (tert-butyl 3-((5-chloro-2-methoxypyridin-3-yl)amino)azetidine-1-carboxylate), FC1=NC=CC(=C1)B1OC(C(O1)(C)C)(C)C (2-fluoro-4-(4,4,5,5-tetramethyl-1,3,2-dioxaborolan-2-yl)pyridine), Xphos Pd-G2, [O-]P(=O)([O-])[O-].[K+].[K+].[K+] (K3PO4). The solvent is O1CCOCC1.O (dioxane water). Reaction conditions: temperature 100 celsius, time 1 hour. Yields the product FC1=NC=CC(=C1)C=1C=NC(=C(C1)NC1CN(C1)C(=O)OC(C)(C)C)OC (tert-butyl 3-((2′-fluoro-6-methoxy-[3,4′-bipyridin]-5-yl)amino)azetidine-1-carboxylate). The yield is 100.6%. Reaction SMILES: Cl[C:2]1[CH:3]=[C:4]([NH:10][CH:11]2[CH2:14][N:13]([C:15]([O:17][C:18]([CH3:21])([CH3:20])[CH3:19])=[O:16])[CH2:12]2)[C:5]([O:8][CH3:9])=[N:6][CH:7]=1.[F:22][C:23]1[CH:28]=[C:27](B2OC(C)(C)C(C)(C)O2)[CH:26]=[CH:25][N:24]=1.[O-]P([O-])([O-])=O.[K+].[K+].[K+]>O1CCOCC1.O>[F:22][C:23]1[CH:28]=[C:27]([C:2]2[CH:7]=[N:6][C:5]([O:8][CH3:9])=[C:4]([NH:10][CH:11]3[CH2:14][N:13]([C:15]([O:17][C:18]([CH3:21])([CH3:20])[CH3:19])=[O:16])[CH2:12]3)[CH:3]=2)[CH:26]=[CH:25][N:24]=1 |f:2.3.4.5,6.7|. Procedure: To a solution of tert-butyl 3-((5-chloro-2-methoxypyridin-3-yl)amino)azetidine-1-carboxylate (2.00 g, 6.37 mmol) in dioxane/water (5:1, 38 mL) was added 2-fluoro-4-(4,4,5,5-tetramethyl-1,3,2-dioxaborolan-2-yl)pyridine (1.85 g 8.29 mmol), Xphos-Pd-G2 (125 mg, 0.159 mmol), and K3PO4 (2.90 g, 13.7 mmol). The reaction mixture was stirred at 100° C. under nitrogen for 1 h. After cooling to RT, the reaction mixture was filtered and washed with ethyl acetate (100 mL). The organic layer was washed with ...